Dataset: the Open Reaction Database (ORD), a public repository of structured organic reaction records. Task: describe an organic reaction: reactants, conditions, products, and yield The reactants are CN1C(=NC(=CC1=O)C1=CC=NC=C1)C1CCNCC1 (3-methyl-2-piperidin-4-yl-6-pyridin-4-yl-3H-pyrimidin-4-one), C(C)(=O)O[BH-](OC(C)=O)OC(C)=O.[Na+] (sodium triacetoxyborohydride), C=O (formaldehyde). Solvent: CO.C(C)(=O)O (methanol acetic acid). Conditions: time 30 minute. Product: CN1C(=NC(=CC1=O)C1=CC=NC=C1)C1CCN(CC1)C (3-Methyl-2-(1-methyl-piperidin-4-yl)-6-pyridin-4-yl-3H-pyrimidin-4-one). As a reaction SMILES: [CH3:1][N:2]1[C:7](=[O:8])[CH:6]=[C:5]([C:9]2[CH:14]=[CH:13][N:12]=[CH:11][CH:10]=2)[N:4]=[C:3]1[CH:15]1[CH2:20][CH2:19][NH:18][CH2:17][CH2:16]1.[C:21](O[BH-](OC(=O)C)OC(=O)C)(=O)C.[Na+].C=O>CO.C(O)(=O)C>[CH3:1][N:2]1[C:7](=[O:8])[CH:6]=[C:5]([C:9]2[CH:14]=[CH:13][N:12]=[CH:11][CH:10]=2)[N:4]=[C:3]1[CH:15]1[CH2:20][CH2:19][N:18]([CH3:21])[CH2:17][CH2:16]1 |f:1.2,4.5|. Reported procedure: To a stirring solution of 3-methyl-2-piperidin-4-yl-6-pyridin-4-yl-3H-pyrimidin-4-one (0.74 mmol) in methanol/acetic acid was added sodium triacetoxyborohydride (1.1 mmol) and 0.5 mL of 37% aqueous formaldehyde. The reaction was stirred at room temperature for 30 min. The solvent was removed under vacuum and the residue partitioned between dichloromethane and 1N NaOH. The product was purified on silica. M+1=284. RXN SMILES: [Cl:1][C:2]1[CH:3]=[N:4][C:5]([S:22][CH3:23])=[N:6][C:7]=1[C:8]([NH:10][NH:11][C:12]([NH:14][C:15]1[CH:20]=[CH:19][C:18]([F:21])=[CH:17][CH:16]=1)=[S:13])=O>S(=O)(=O)(O)O.O>[Cl:1][C:2]1[C:7]([C:8]2[S:13][C:12]([NH:14][C:15]3[CH:20]=[CH:19][C:18]([F:21])=[CH:17][CH:16]=3)=[N:11][N:10]=2)=[N:6][C:5]([S:22][CH3:23])=[N:4][CH:3]=1. Product: ClC=1C(=NC(=NC1)SC)C1=NN=C(S1)NC1=CC=C(C=C1)F (5-(5-Chloro-2-(methylthio)pyrimidin-4-yl)-N-(4-fluorophenyl)-1,3,4-thiadiazol-2-amine). The solvent is S(O)(O)(=O)=O (sulfuric acid), O (H2O). Procedure: 1-(5-Chloro-2-(methylthio)pyrimidine-6-carbonyl)-4-(4-fluorophenyl)thiosemicarbazide (1.08 g, 2.9 mmol) was diluted in 60 mL sulfuric acid. This solution was stirred at room temperature for 5 min before cooling in an ice bath. The reaction mixture was carefully diluted with excess H2O forming the product as a bright orange ppt. The product was collected by filtration and dried in a vacuum oven overnight to give 0.721 g (71% yield) of product as a bright orange solid. MS (M+H)+ 354. Run at time 5 minute. The yield is 70.3%. Reactants: ClC=1C=NC(=NC1C(=O)NNC(=S)NC1=CC=C(C=C1)F)SC (1-(5-Chloro-2-(methylthio)pyrimidine-6-carbonyl)-4-(4-fluorophenyl)thiosemicarbazide). Starting materials: ON=C(C1=NN=NN1C)C1=CC(=CC=C1)SC (N-hydroxy-1-[3-(methylsulfanyl)phenyl]-1-(1-methyl-1H-tetrazol-5-yl)methanimine), C([O-])([O-])=O.[Cs+].[Cs+] (cesium carbonate), [I-].[K+] (potassium iodide), BrC=1SC=C(N1)CBr (2-bromo-4-bromomethyl-thiazole). Solvent: C(C)#N (acetonitrile). Reaction conditions: temperature 25 celsius, time 6 hour. The product is BrC=1SC=C(N1)CON=C(C1=NN=NN1C)C1=CC(=CC=C1)SC (N-[(2-bromo-1,3-thiazol-4-yl)methoxy]-1-[3-(methylsulfanyl)phenyl]-1-(1-methyl-1H-tetrazol-5-yl)methanimine). Isolated yield 94.0%. As a reaction SMILES: [OH:1][N:2]=[C:3]([C:10]1[CH:15]=[CH:14][CH:13]=[C:12]([S:16][CH3:17])[CH:11]=1)[C:4]1[N:8]([CH3:9])[N:7]=[N:6][N:5]=1.C(=O)([O-])[O-].[Cs+].[Cs+].[I-].[K+].[Br:26][C:27]1[S:28][CH:29]=[C:30]([CH2:32]Br)[N:31]=1>C(#N)C>[Br:26][C:27]1[S:28][CH:29]=[C:30]([CH2:32][O:1][N:2]=[C:3]([C:10]2[CH:15]=[CH:14][CH:13]=[C:12]([S:16][CH3:17])[CH:11]=2)[C:4]2[N:8]([CH3:9])[N:7]=[N:6][N:5]=2)[N:31]=1 |f:1.2.3,4.5|. Procedure details: To a stirred solution of N-hydroxy-1-[3-(methylsulfanyl)phenyl]-1-(1-methyl-1H-tetrazol-5-yl)methanimine (1.00 g, 3.73 mmol) in acetonitrile (60 mL), were added cesium carbonate (2.55 g, 7.83 mmol), potassium iodide (310 mg, 1.86 mmol) and 2-bromo-4-bromomethyl-thiazole (1.05 g, 4.10 mmol). The resulting suspension was stirred at 25° C. for 6 h. The suspension was filtered, the solids washed with ethyl acetate and dichloromethane and the filtrate was concentrated in vacuo. The residue was dissol... Conditions: temperature -20 celsius, time 30 minute. Run in C1CCOC1 (THF), C1CCOC1 (THF). RXN SMILES: [CH2:1]([Li])[CH2:2][CH2:3][CH3:4].CCCCCC.[CH:12]([NH:15]C(C)C)(C)C.CN1C(=O)N(C)CCC1.[CH:28]1([C:31]#[N:32])[CH2:30][CH2:29]1.BrC[CH2:35][CH2:36][CH2:37][CH2:38][CH2:39][CH2:40][CH2:41][CH2:42][CH2:43][CH2:44]Br>C1COCC1>[CH2:1]([C:28]1([C:31]#[N:32])[CH2:30][CH2:29]1)[CH2:2][CH2:3][CH2:4][CH2:44][CH2:43][CH2:42][CH2:41][CH2:40][CH2:39][CH2:38][C:37]1([C:12]#[N:15])[CH2:36][CH2:35]1. Reported procedure: A solution of n-butyl lithium in hexane (1.8M, 297 mL, 0.53 mol) was added drop wise to a solution of freshly distilled diisopropylamine (78.3 mL, 0.50 mol) in dry THF (400 mL) at −60° C. under nitrogen atmosphere. The reaction mixture was slowly warmed to −20° C. and stirred for 30 min. The reaction mixture was re-cooled to −78° C., DMPU (8.16 g, 0.06 mol) was added drop wise and stirred for 15 min. Then cyclopropane carbonitrile (34.17 g, 0.50 mol) was added drop wise over a period 30 min and ... The reactants are BrCCCCCCCCCCCBr (1,11-dibromoundecane), CN1CCCN(C1=O)C (DMPU), C1(CC1)C#N (cyclopropane carbonitrile), C(CCC)[Li] (n-butyl lithium), CCCCCC (hexane), C(C)(C)NC(C)C (diisopropylamine). The yield is 68.5%. Product: C(CCCCCCCCCCC1(CC1)C#N)C1(CC1)C#N (1,1′-undecane-1,11-diyldicyclopropanecarbonitrile). Reactants: FC(C=1C=C(N)C=CC1OC(C(F)F)(F)F)(F)F (3-trifluoromethyl-4-(1,1,2,2-tetrafluoroethoxy)-aniline), FC1=C(C(=O)N=C=O)C(=CC=C1)F (2,6-difluorobenzoylisocyanate). The solvent is CCOCC (ether), CCOCC (ether). Product: FC(C=1C=C(C=CC1OC(C(F)F)(F)F)NC(=O)NC(C1=C(C=CC=C1F)F)=O)(F)F (N-[3-trifluoromethyl-4-(1,1,2,2-tetrafluoroethoxy)-phenyl]-N'-(2,6-difluorobenzoyl)-urea). Reaction SMILES: [F:1][C:2]([F:18])([F:17])[C:3]1[CH:4]=[C:5]([CH:7]=[CH:8][C:9]=1[O:10][C:11]([F:16])([F:15])[CH:12]([F:14])[F:13])[NH2:6].[F:19][C:20]1[CH:30]=[CH:29][CH:28]=[C:27]([F:31])[C:21]=1[C:22]([N:24]=[C:25]=[O:26])=[O:23]>CCOCC>[F:1][C:2]([F:17])([F:18])[C:3]1[CH:4]=[C:5]([NH:6][C:25]([NH:24][C:22](=[O:23])[C:21]2[C:27]([F:31])=[CH:28][CH:29]=[CH:30][C:20]=2[F:19])=[O:26])[CH:7]=[CH:8][C:9]=1[O:10][C:11]([F:16])([F:15])[CH:12]([F:13])[F:14]. Reported procedure: 5.4 g of 3-trifluoromethyl-4-(1,1,2,2-tetrafluoroethoxy)-aniline are placed into 20 ml of abs. ether, and 3.7 g of 2,6-difluorobenzoylisocyanate dissolved in 10 ml of abs. ether are subsequently added dropwise at room temperature. The solid which has precipitated is filtered off with suction after 1 hour; it is then washed with abs. ether and dried in air. Recrystallisation from toluene yields N-[3-trifluoromethyl-4-(1,1,2,2-tetrafluoroethoxy)-phenyl]-N'-(2,6-difluorobenzoyl)-urea having a melti... Reactants: C(C)(=O)NC1=C(C=C(C=C1)SCCC)[N+](=O)[O-] (1-acetamido-2-nitro-4-n-propylthiobenzene), C(Cl)(Cl)Cl (chloroform), C(C)(=O)OO (peracetic acid). Solvent: CO (methanol). Product: C(C)(=O)NC1=C(C=C(C=C1)S(=O)CCC)[N+](=O)[O-] (1-acetamido2-nitro-4-n-propylsulfinylbenzene). Reaction SMILES: [C:1]([NH:4][C:5]1[CH:10]=[CH:9][C:8]([S:11][CH2:12][CH2:13][CH3:14])=[CH:7][C:6]=1[N+:15]([O-:17])=[O:16])(=[O:3])[CH3:2].C(Cl)(Cl)Cl.C(OO)(=[O:24])C>CO>[C:1]([NH:4][C:5]1[CH:10]=[CH:9][C:8]([S:11]([CH2:12][CH2:13][CH3:14])=[O:24])=[CH:7][C:6]=1[N+:15]([O-:17])=[O:16])(=[O:3])[CH3:2]. Reported procedure: A solution of 3.0 g. of 1-acetamido-2-nitro-4-n-propylthiobenzene in 30 ml. chloroform is cooled to -15° C. and treated with a solution of 2.5 g. of 40% peracetic acid in 4 ml. methanol. After the addition the temperature is allowed to rise slowly to 20° C whereupon the solution is washed with sodium bisulfite solution and then with sodium bicarbonate solution. The product is isolated by evaporation of the solvent and purified by treatment with ether to afford 1-acetamido2-nitro-4-n-propylsulfin... Reactants: O1C(OCCC1)C1=CC(=C(OCC(=O)OCC)C=C1)NC(C1=CC=C(C=C1)OCCCCC1=CC=CC=C1)=O (ethyl 4-(1,3-dioxan-2-yl)-2-[p-(4-phenylbutoxy)benzamido]phenoxyacetate), Cl (hydrochloric acid), O (water). Solvent: CC(=O)C (acetone). Run at time 2 hour. Yields the product C(=O)C1=CC(=C(OCC(=O)OCC)C=C1)NC(C1=CC=C(C=C1)OCCCCC1=CC=CC=C1)=O (ethyl 4-formyl-2-[p-(4-phenylbutoxy)benzamido]phenoxyacetate). The yield is 77.5%. RXN SMILES: [O:1]1CCCO[CH:2]1[C:7]1[CH:19]=[CH:18][C:10]([O:11][CH2:12][C:13]([O:15][CH2:16][CH3:17])=[O:14])=[C:9]([NH:20][C:21](=[O:39])[C:22]2[CH:27]=[CH:26][C:25]([O:28][CH2:29][CH2:30][CH2:31][CH2:32][C:33]3[CH:38]=[CH:37][CH:36]=[CH:35][CH:34]=3)=[CH:24][CH:23]=2)[CH:8]=1.Cl.O>CC(C)=O>[CH:2]([C:7]1[CH:19]=[CH:18][C:10]([O:11][CH2:12][C:13]([O:15][CH2:16][CH3:17])=[O:14])=[C:9]([NH:20][C:21](=[O:39])[C:22]2[CH:27]=[CH:26][C:25]([O:28][CH2:29][CH2:30][CH2:31][CH2:32][C:33]3[CH:34]=[CH:35][CH:36]=[CH:37][CH:38]=3)=[CH:24][CH:23]=2)[CH:8]=1)=[O:1]. Procedure: In 200 ml of acetone was dissolved 8.69 g of ethyl 4-(1,3-dioxan-2-yl)-2-[p-(4-phenylbutoxy)benzamido]phenoxyacetate obtained in Reference Example 41. To the solution was added 6 ml of 6% hydrochloric acid. The mixture was stirred at room temperature for 2 hours. After adding 30 ml of water thereto, the mixture was cooled and the precipitated crystals were taken by filtration, washed with 50% acetone to obtain 6.0 g of ethyl 4-formyl-2-[p-(4-phenylbutoxy)benzamido]phenoxyacetate.